This data is from the Open Reaction Database (ORD), a public repository of structured organic reaction records. The task is: describe an organic reaction: reactants, conditions, products, and yield Starting materials: CSC=1C(C(C(C1)C=CC(CCCCC)O)=CCCCCCC(=O)OC)=O (2-methylthio-5-(6-methoxycarbonylhexylidene)-4-(3-hydroxy-1-octenyl)-2-cyclopentenone), [Na] (sodium), C(C)(=O)OCC (ethyl acetate), [Cl-].[Na+] (sodium chloride). Solvent: CO (methanol), O (water). Conditions: time 18 hour. The product is CS(=O)C=1C(C(C(C1)C=CC(CCCCC)O)=CCCCCCC(=O)OC)=O (2-methylsulfinyl-5-(6-methoxycarbonylhexylidene)-4-(3-hydroxy-1-octenyl)-2-cyclopentenone). The yield is 42.0%. As a reaction SMILES: [CH3:1][S:2][C:3]1[C:4](=[O:27])[C:5](=[CH:17][CH2:18][CH2:19][CH2:20][CH2:21][CH2:22][C:23]([O:25][CH3:26])=[O:24])[CH:6]([CH:8]=[CH:9][CH:10]([OH:16])[CH2:11][CH2:12][CH2:13][CH2:14][CH3:15])[CH:7]=1.[Na].C(OCC)(=[O:31])C.[Cl-].[Na+]>CO.O>[CH3:1][S:2]([C:3]1[C:4](=[O:27])[C:5](=[CH:17][CH2:18][CH2:19][CH2:20][CH2:21][CH2:22][C:23]([O:25][CH3:26])=[O:24])[CH:6]([CH:8]=[CH:9][CH:10]([OH:16])[CH2:11][CH2:12][CH2:13][CH2:14][CH3:15])[CH:7]=1)=[O:31] |f:3.4,^1:27|. Procedure details: To a solution of 21.9 mg of 2-methylthio-5-(6-methoxycarbonylhexylidene)-4-(3-hydroxy-1-octenyl)-2-cyclopentenone obtained in Example 34 in methanol (3 ml) was added a solution of sodium metaperiodide (118.7 mg) in water (0.5 ml), and the mixture was stirred for 18 hours. To the reaction mixture were added ethyl acetate and saturated aqueous sodium chloride, and the product was extracted into the organic layer. The extract was washed with saturated aqueous sodium chloride, dried over anhydrous m... The reactants are OCCCCCCBr, ClCCl, O=P(Cl)(Cl)Cl. Yields the product O=P(Cl)(Cl)OCCCCCCBr. As a reaction SMILES: [Br:1][CH2:2][CH2:3][CH2:4][CH2:5][CH2:6][CH2:7][OH:8].[Cl:14][CH2:15][Cl:16].[P:9](=[O:10])([Cl:11])([Cl:12])[Cl:13]>>[Br:1][CH2:2][CH2:3][CH2:4][CH2:5][CH2:6][CH2:7][O:8][P:9](=[O:10])([Cl:11])[Cl:12]. The reactants are CO, CCOC(=O)c1ccc2cc(-c3ccc(OCc4c(CS(=O)(=O)c5c(Cl)cccc5Cl)noc4C(C)C)cc3)ccc2n1, ClCCl, [Na+], C1CCOC1, [OH-]. Product: CC(C)c1onc(CS(=O)(=O)c2c(Cl)cccc2Cl)c1COc1ccc(-c2ccc3nc(C(=O)O)ccc3c2)cc1. RXN SMILES: [CH3:49][OH:50].[Cl:1][c:2]1[c:3]([S:9](=[O:10])(=[O:11])[CH2:12][c:13]2[n:14][o:15][c:16]([CH:41]([CH3:42])[CH3:43])[c:17]2[CH2:18][O:19][c:20]2[cH:21][cH:22][c:23](-[c:26]3[cH:27][c:28]4[cH:29][cH:30][c:31]([C:36](=[O:37])[O:38][CH2:39][CH3:40])[n:32][c:33]4[cH:34][cH:35]3)[cH:24][cH:25]2)[c:4]([Cl:8])[cH:5][cH:6][cH:7]1.[Cl:53][CH2:54][Cl:55].[Na+:52].[O:44]1[CH2:45][CH2:46][CH2:47][CH2:48]1.[OH-:51]>>[Cl:1][c:2]1[c:3]([S:9](=[O:10])(=[O:11])[CH2:12][c:13]2[n:14][o:15][c:16]([CH:41]([CH3:42])[CH3:43])[c:17]2[CH2:18][O:19][c:20]2[cH:21][cH:22][c:23](-[c:26]3[cH:27][c:28]4[cH:29][cH:30][c:31]([C:36](=[O:37])[OH:38])[n:32][c:33]4[cH:34][cH:35]3)[cH:24][cH:25]2)[c:4]([Cl:8])[cH:5][cH:6][cH:7]1. Reactants: C(C)OC([C@H](CC1=CC=C(C=C1)OCCCBr)OC)=O ((2S)-3-[4-(3-Bromo-propoxy)-phenyl]-2-methoxy-propionic acid ethyl ester), FC1=CC=C(C=C1)C1=COC2=C1C=CC(=C2)O (3-(4-Fluoro-phenyl)-benzofuran-6-ol), [OH-].[Na+] (NaOH). The product is FC1=CC=C(C=C1)C1=COC2=C1C=CC(=C2)OCCCOC2=CC=C(C=C2)C[C@@H](C(=O)O)OC ((2S)-3-(4-{3-[3-(4-Fluoro-phenyl)-benzofuran-6-yloxy]-propoxy}-phenyl)-2-methoxy-propionic acid). RXN SMILES: C([O:3][C:4](=[O:20])[C@@H:5]([O:18][CH3:19])[CH2:6][C:7]1[CH:12]=[CH:11][C:10]([O:13][CH2:14][CH2:15][CH2:16]Br)=[CH:9][CH:8]=1)C.[F:21][C:22]1[CH:27]=[CH:26][C:25]([C:28]2[C:32]3[CH:33]=[CH:34][C:35]([OH:37])=[CH:36][C:31]=3[O:30][CH:29]=2)=[CH:24][CH:23]=1.[OH-].[Na+]>>[F:21][C:22]1[CH:27]=[CH:26][C:25]([C:28]2[C:32]3[CH:33]=[CH:34][C:35]([O:37][CH2:16][CH2:15][CH2:14][O:13][C:10]4[CH:9]=[CH:8][C:7]([CH2:6][C@H:5]([O:18][CH3:19])[C:4]([OH:3])=[O:20])=[CH:12][CH:11]=4)=[CH:36][C:31]=3[O:30][CH:29]=2)=[CH:24][CH:23]=1 |f:2.3|. Procedure: (2S)-3-[4-(3-Bromo-propoxy)-phenyl]-2-methoxy-propionic acid ethyl ester from Example 173, Step A was treated with 3-(4-Fluoro-phenyl)-benzofuran-6-ol under the Standard Procedure J. The compound thus obtained was allowed to react under Standard hydrolysis procedure C (NaOH) to give the title compound. MS(ES) for C27H25FO6 [M+NH4]+: 482, [M+Na]+: 487, [M+H]+: 464. Starting materials: C[O-], CO, CC(=O)[O-], [Cl-], [Cl-], [Cl-], Cl, O=C1CCC([N+](=O)[O-])C(c2ccccc2)N1, [NH4+], [Na+], O, [Ti+3]. The product is O=C1CCC(=O)C(c2ccccc2)N1. Reaction SMILES: [CH3:22][O-:23].[CH3:27][OH:28].[CH3:2][C:3]([O-:4])=[O:5].[Cl-:29].[Cl-:30].[Cl-:31].[ClH:25].[N+:6]([O-:7])(=[O:8])[CH:9]1[CH:10]([c:16]2[cH:17][cH:18][cH:19][cH:20][cH:21]2)[NH:11][C:12](=[O:15])[CH2:13][CH2:14]1.[NH4+:1].[Na+:24].[OH2:26].[Ti+3:32]>>[O:4]=[C:9]1[CH:10]([c:16]2[cH:17][cH:18][cH:19][cH:20][cH:21]2)[NH:11][C:12](=[O:15])[CH2:13][CH2:14]1. The reactants are CCO, CC(C)(C)OC(=O)c1cc(Cl)nnc1Cl, NN. The product is CC(C)(C)OC(=O)c1cc(Cl)nnc1NN. RXN SMILES: [CH3:18][CH2:19][OH:20].[Cl:1][c:2]1[n:3][n:4][c:5]([Cl:15])[cH:6][c:7]1[C:8](=[O:9])[O:10][C:11]([CH3:12])([CH3:13])[CH3:14].[NH2:16][NH2:17]>>[c:2]1([NH:16][NH2:17])[n:3][n:4][c:5]([Cl:15])[cH:6][c:7]1[C:8](=[O:9])[O:10][C:11]([CH3:12])([CH3:13])[CH3:14].